Dataset: the Open Reaction Database (ORD), a public repository of structured organic reaction records. Task: describe an organic reaction: reactants, conditions, products, and yield Starting materials: ClC1=CC(=CC=C1)C(=O)OO (meta-chloroperbenzoic acid), Cl.N1[C@@H](CCC1)CN1C2=C(SCC3=C1C=CC=C3)C=CC=C2 ((S)-5,11-dihydro-5-(2-pyrrolidinylmethyl)dibenzo[b,e][1,4]thiazepine hydrochloride). Run in C(Cl)(Cl)Cl (chloroform), C(Cl)(Cl)Cl (chloroform). Reaction conditions: time 4 hour. The product is N1[C@@H](CCC1)CN1C2=C(S(CC3=C1C=CC=C3)=O)C=CC=C2 ((2S)-5,11-Dihydro-5-(2-pyrrolidinylmethyl)dibenzo[b,e][1,4]thiazepine-10-oxide). The yield is 95.9%. Reaction SMILES: ClC1C=CC=C(C(OO)=[O:9])C=1.Cl.[NH:13]1[CH2:17][CH2:16][CH2:15][C@H:14]1[CH2:18][N:19]1[C:25]2[CH:26]=[CH:27][CH:28]=[CH:29][C:24]=2[CH2:23][S:22][C:21]2[CH:30]=[CH:31][CH:32]=[CH:33][C:20]1=2>C(Cl)(Cl)Cl>[NH:13]1[CH2:17][CH2:16][CH2:15][C@H:14]1[CH2:18][N:19]1[C:25]2[CH:26]=[CH:27][CH:28]=[CH:29][C:24]=2[CH2:23][S:22](=[O:9])[C:21]2[CH:30]=[CH:31][CH:32]=[CH:33][C:20]1=2 |f:1.2|. Reported procedure: A solution of meta-chloroperbenzoic acid (105 mg) in chloroform (5 ml) was added to a solution of (S)-5,11-dihydro-5-(2-pyrrolidinylmethyl)dibenzo[b,e][1,4]thiazepine hydrochloride (see Preparation 21) (200 mg) in chloroform (10 ml) and the mixture stirred at room temperature for 4 hours, washed with 10% aqueous sodium carbonate solution, dried over sodium sulphate and evaporated under reduced pressure to give the title compound as a colourless gum, (180 mg, 96%). The yield is 66.0%. Reaction SMILES: Cl.[F:2][C:3]([F:29])([F:28])[C:4]1[CH:5]=[C:6]([CH:21]=[C:22]([C:24]([F:27])([F:26])[F:25])[CH:23]=1)[CH2:7][O:8][C@H:9]1[CH2:14][CH2:13][NH:12][CH2:11][C@H:10]1[C:15]1[CH:20]=[CH:19][CH:18]=[CH:17][CH:16]=1.[C:30](Cl)(=[O:32])[CH3:31].O>C1COCC1.CCN(CC)CC>[C:30]([N:12]1[CH2:13][CH2:14][C@H:9]([O:8][CH2:7][C:6]2[CH:21]=[C:22]([C:24]([F:27])([F:25])[F:26])[CH:23]=[C:4]([C:3]([F:2])([F:28])[F:29])[CH:5]=2)[C@H:10]([C:15]2[CH:16]=[CH:17][CH:18]=[CH:19][CH:20]=2)[CH2:11]1)(=[O:32])[CH3:31] |f:0.1|. Starting materials: Cl.FC(C=1C=C(CO[C@@H]2[C@@H](CNCC2)C2=CC=CC=C2)C=C(C1)C(F)(F)F)(F)F (cis-4-[[3,5-Bis(trifluoromethyl)benzyl]oxy]-3-phenylpiperidine hydrochloride), O (water), C(C)(=O)Cl (acetyl chloride). Yields the product C(C)(=O)N1C[C@H]([C@H](CC1)OCC1=CC(=CC(=C1)C(F)(F)F)C(F)(F)F)C1=CC=CC=C1 (cis-1-Acetyl-4-[[3,5-bis(trifluoromethyl)benzyl]oxy]-3-phenylpiperidine). Conditions: time 1 hour. The solvent is C1CCOC1 (THF), CCN(CC)CC (Et3N). Procedure: To a solution of the compound (0.15 g) obtained in Example 1 in THF (5.0 ml), Et3N (0.15 ml) was added, acetyl chloride (0.040 ml) was added at 0° C., and the reaction mixture was stirred at room temperature for 1 hour. The reaction mixture was poured into water, and then the product was extracted with ethyl acetate. The organic layer was washed with an aqueous 10% citric acid solution and saturated brine, dried, and then the solvent was evaporated under reduced pressure. The obtained residue wa... Reactants: [Mg] (magnesium), OS(=O)(=O)O (H2SO4), ClC1=C(C(=O)Cl)C=C(C(=C1C)Cl)F (2,4-dichloro-5-fluoro-3-methylbenzoyl chloride), C(CC(=O)OCC)(=O)OCC (diethyl malonate). The solvent is C(Cl)(Cl)(Cl)Cl (carbon tetrachloride), C(C)O (ethanol), O (water), C1(=CC=CC=C1)C (toluene), C1(=CC=CC=C1)C (toluene), C(C)O (ethanol). Run at time 8 hour. Yields the product ClC1=C(C(=O)CC(=O)OCC)C=C(C(=C1C)Cl)F (Ethyl (2,4-dichloro-5-fluoro-3-methyl-benzoyl)-acetate). RXN SMILES: [Mg].[C:2]([O:10][CH2:11][CH3:12])(=[O:9])[CH2:3][C:4]([O:6]CC)=O.[Cl:13][C:14]1[C:22]([CH3:23])=[C:21]([Cl:24])[C:20]([F:25])=[CH:19][C:15]=1C(Cl)=O.OS(O)(=O)=O>C1(C)C=CC=CC=1.O.C(O)C.C(Cl)(Cl)(Cl)Cl>[Cl:13][C:14]1[C:22]([CH3:23])=[C:21]([Cl:24])[C:20]([F:25])=[CH:19][C:15]=1[C:4]([CH2:3][C:2]([O:10][CH2:11][CH3:12])=[O:9])=[O:6]. Reported procedure: 3 ml of ethanol and 0.5 ml of carbon tetrachloride are added to 1.4 g of magnesium turnings. After initiation of the reaction, a mixture of 8.7 g of diethyl malonate, 6 ml of ethanol and 23 ml of toluene are added at 50° C. The mixture is warmed for 1 hour at 50°-60° C. and then cooled to -5°--10° C. A solution of 13.3 g of 2,4-dichloro-5-fluoro-3-methylbenzoyl chloride (from 2,4-dichloro-5-fluoro-3-methylbenzoic acid and thionyl chloride) in 6 ml of toluene is added dropwise at this temperature... Reactants: [OH-].[Na+] (sodium hydroxide), ClC1=C(C(=O)N(C)C)C=CC(=C1)NC(C(CCl)(C)C)=O (2-chloro-4-(3'-chloro-2'2'-dimethylpropionamido)-N,N-dimethylbenzamide). Reagents/catalysts: [Br-].C(CCC)[N+](CCCC)(CCCC)CCCC (tetrabutylammonium bromide). Run in C(Cl)Cl (methylene chloride), O (Water), O (water), C(Cl)Cl (methylene chloride). Reaction conditions: time 1 hour. Yields the product ClC=1C=C(C=CC1C(N(C)C)=O)N1C(C(C1)(C)C)=O (1-[3'-chloro-4'-(N,N-dimethylcarbamoyl) phenyl]-3,3-dimethylazetidin-2-one). Yield: 58.3%. As a reaction SMILES: [OH-].[Na+].[Cl:3][C:4]1[CH:14]=[C:13]([NH:15][C:16](=[O:22])[C:17]([CH3:21])([CH3:20])[CH2:18]Cl)[CH:12]=[CH:11][C:5]=1[C:6]([N:8]([CH3:10])[CH3:9])=[O:7]>[Br-].C([N+](CCCC)(CCCC)CCCC)CCC.O.C(Cl)Cl>[Cl:3][C:4]1[CH:14]=[C:13]([N:15]2[CH2:18][C:17]([CH3:21])([CH3:20])[C:16]2=[O:22])[CH:12]=[CH:11][C:5]=1[C:6](=[O:7])[N:8]([CH3:10])[CH3:9] |f:0.1,3.4|. Procedure details: A solution of sodium hydroxide (4.00 g) and tetrabutylammonium bromide (0.10 g) in water (10 ml) was added to a suspension of 2-chloro-4-(3'-chloro-2'2'-dimethylpropionamido)-N,N-dimethylbenzamide (1.00 g) in methylene chloride (10 ml) and the two-phase system stirred at room temperature for 1 hour. Water (10 ml) and methylene chloride (10 ml) were then added and the whole methylene chloride layer washed with brine, dried and evaporated to give a pale yellow solid. This was recrystallised from e...